Dataset: the Open Reaction Database (ORD), a public repository of structured organic reaction records. Task: describe an organic reaction: reactants, conditions, products, and yield The reactants are C1CCOC1, COC(=O)C(CC=Cc1ccc(N(C)c2ncccn2)cc1)NC(=O)c1c(Cl)cccc1Cl, [Na+], [OH-], O. The product is CN(c1ccc(C=CCC(NC(=O)c2c(Cl)cccc2Cl)C(=O)O)cc1)c1ncccn1. RXN SMILES: [CH2:35]1[O:36][CH2:37][CH2:38][CH2:39]1.[CH3:1][O:2][C:3]([CH:4]([CH2:5][CH:6]=[CH:7][c:8]1[cH:9][cH:10][c:11]([N:14]([c:15]2[n:16][cH:17][cH:18][cH:19][n:20]2)[CH3:21])[cH:12][cH:13]1)[NH:22][C:23]([c:24]1[c:25]([Cl:31])[cH:26][cH:27][cH:28][c:29]1[Cl:30])=[O:32])=[O:33].[Na+:41].[OH-:40].[OH2:34]>>[O:2]=[C:3]([CH:4]([CH2:5][CH:6]=[CH:7][c:8]1[cH:9][cH:10][c:11]([N:14]([c:15]2[n:16][cH:17][cH:18][cH:19][n:20]2)[CH3:21])[cH:12][cH:13]1)[NH:22][C:23]([c:24]1[c:25]([Cl:31])[cH:26][cH:27][cH:28][c:29]1[Cl:30])=[O:32])[OH:33]. Reactants: C1(=CC=CC=C1)NC=1N=CC2=C(N1)CCNC2 (N-phenyl-5,6,7,8-tetrahydropyrido[4,3-d]pyrimidin-2-amine), Intermediate 6, N(=C=O)C=1C=NC=CC1 (3-isocyanatopyridine). Solvent: C(Cl)Cl (CH2Cl2), C(Cl)Cl (CH2Cl2). Yields the product N(C1=CC=CC=C1)C=1N=CC2=C(N1)CCN(C2)C(=O)NC=2C=NC=CC2 (2-anilino-N-pyridin-3-yl-7,8-dihydropyrido[4,3-d]pyrimidine-6(5H)-carboxamide). RXN SMILES: [C:1]1([NH:7][C:8]2[N:9]=[CH:10][C:11]3[CH2:17][NH:16][CH2:15][CH2:14][C:12]=3[N:13]=2)[CH:6]=[CH:5][CH:4]=[CH:3][CH:2]=1.[N:18]([C:21]1[CH:22]=[N:23][CH:24]=[CH:25][CH:26]=1)=[C:19]=[O:20]>C(Cl)Cl>[NH:7]([C:8]1[N:9]=[CH:10][C:11]2[CH2:17][N:16]([C:19]([NH:18][C:21]3[CH:22]=[N:23][CH:24]=[CH:25][CH:26]=3)=[O:20])[CH2:15][CH2:14][C:12]=2[N:13]=1)[C:1]1[CH:2]=[CH:3][CH:4]=[CH:5][CH:6]=1. Reported procedure: A solution of N-phenyl-5,6,7,8-tetrahydropyrido[4,3-d]pyrimidin-2-amine, Intermediate 6 (75 mg, 0.33 mmol), 3-isocyanatopyridine (41.8 mg, 0.35 mmol) in CH2Cl2 (1.5 mL) was stirred at room temperature for 1 hour. After 1 hour the reaction mixture was diluted with CH2Cl2 and washed with sat. aqueous NaHCO3(aq). The organic phase was collected, dried and concentrated. The residue was dissolved in CH2Cl2 and washed with 3% aqueous LiCl solution and water. The organic phase was collected, dried and ... Reactants: C(C)(=O)N1C(C(C2=CC=C(C=C12)C(=O)OC)=C(C1=CC=CC=C1)OCC)=O (1-acetyl-3-(1-ethoxy-1-phenylmethylene)-6-methoxycarbonyl-2-indolinone), CN(C(=O)CN(C)CC1=CC=C(N)C=C1)C (4-((N-(dimethylcarbamoyl-methyl)-N-methyl-amino)-methyl)-aniline). Yields the product CN(C(=O)CN(C)CC1=CC=C(N\C(\C2=CC=CC=C2)=C\2/C(NC3=CC(=CC=C23)C(=O)OC)=O)C=C1)C (3-Z-[1-(4-((N-(dimethylcarbamoyl-methyl)-N-methyl-amino)-methyl)-anilino)-1-phenyl-methylene]-6-methoxycarbonyl-2-indolinone). Reaction SMILES: C([N:4]1[C:12]2[C:7](=[CH:8][CH:9]=[C:10]([C:13]([O:15][CH3:16])=[O:14])[CH:11]=2)[C:6](=[C:17](OCC)[C:18]2[CH:23]=[CH:22][CH:21]=[CH:20][CH:19]=2)[C:5]1=[O:27])(=O)C.[CH3:28][N:29]([CH3:43])[C:30]([CH2:32][N:33]([CH2:35][C:36]1[CH:42]=[CH:41][C:39]([NH2:40])=[CH:38][CH:37]=1)[CH3:34])=[O:31]>>[CH3:28][N:29]([CH3:43])[C:30]([CH2:32][N:33]([CH2:35][C:36]1[CH:37]=[CH:38][C:39]([NH:40]/[C:17](=[C:6]2\[C:5](=[O:27])[NH:4][C:12]3[C:7]\2=[CH:8][CH:9]=[C:10]([C:13]([O:15][CH3:16])=[O:14])[CH:11]=3)/[C:18]2[CH:23]=[CH:22][CH:21]=[CH:20][CH:19]=2)=[CH:41][CH:42]=1)[CH3:34])=[O:31]. Procedure: Prepared from 1-acetyl-3-(1-ethoxy-1-phenylmethylene)-6-methoxycarbonyl-2-indolinone and 4-((N-(dimethylcarbamoyl-methyl)-N-methyl-amino)-methyl)-aniline Rf value: 0.3 (silica gel, methylene chloride/methanol=10:1) C29H30N4O4 Starting materials: S(O)(O)(=O)=O (sulfuric acid), C1(CCCCC1)NC1=C(C=C2C(C(=CN(C2=C1)C1CCCC1)C(C(=O)O)O)=O)F ([7-(cyclohexylamino)-1-cyclopentyl-6-fluoro-4-oxo-1,4-dihydroquinolin-3-yl](hydroxy)acetic acid), C(O)([O-])=O.[Na+] (sodium hydrogen carbonate). The solvent is CO (methanol). Conditions: time 1 hour. Product: C1(CCCCC1)NC1=C(C=C2C(C(=CN(C2=C1)C1CCCC1)C(C(=O)OC)O)=O)F (methyl [7-(cyclohexylamino)-1-cyclopentyl-6-fluoro-4-oxo-1,4-dihydroquinolin-3-yl](hydroxy)acetate). As a reaction SMILES: [CH:1]1([NH:7][C:8]2[CH:17]=[C:16]3[C:11]([C:12](=[O:28])[C:13]([CH:23]([OH:27])[C:24]([OH:26])=[O:25])=[CH:14][N:15]3[CH:18]3[CH2:22][CH2:21][CH2:20][CH2:19]3)=[CH:10][C:9]=2[F:29])[CH2:6][CH2:5][CH2:4][CH2:3][CH2:2]1.S(=O)(=O)(O)O.[C:35](=O)([O-])O.[Na+]>CO>[CH:1]1([NH:7][C:8]2[CH:17]=[C:16]3[C:11]([C:12](=[O:28])[C:13]([CH:23]([OH:27])[C:24]([O:26][CH3:35])=[O:25])=[CH:14][N:15]3[CH:18]3[CH2:22][CH2:21][CH2:20][CH2:19]3)=[CH:10][C:9]=2[F:29])[CH2:2][CH2:3][CH2:4][CH2:5][CH2:6]1 |f:2.3|. Reported procedure: 52 mg of [7-(cyclohexylamino)-1-cyclopentyl-6-fluoro-4-oxo-1,4-dihydroquinolin-3-yl](hydroxy)acetic acid was dissolved in 10 ml of methanol, and 0.4 ml of concentrated sulfuric acid was added, followed by stirring at room temperature for 1 hour. Aqueous saturated sodium hydrogen carbonate was added to the reaction mixture, followed by extraction with ethyl acetate, washing with aqueous saturated sodium chloride and concentration under a reduced pressure. The resulting residue was recrystallized ... The reactants are FC1=CC=CC(=N1)CN1N=CC=2C1=NC(=NC2)NC=2C=NN(C2)C (1-((6-Fluoropyridin-2-yl)methyl)-N-(1-methyl-1H-pyrazol-4-yl)-1H-pyrazolo[3,4-d]pyrimidin-6-amine). The solvent is CN(C)C=O (DMF). Reaction conditions: temperature 180 celsius. The product is CN1N=CC(=C1)NC1=NC=C2C(=N1)NN=C2 (N-(1-methyl-1H-pyrazol-4-yl)-1H-pyrazolo[3,4-d]pyrimidin-6-amine). The yield is 67.3%. Reaction SMILES: FC1N=C(C[N:9]2[C:13]3=[N:14][C:15]([NH:18][C:19]4[CH:20]=[N:21][N:22]([CH3:24])[CH:23]=4)=[N:16][CH:17]=[C:12]3[CH:11]=[N:10]2)C=CC=1>CN(C=O)C>[CH3:24][N:22]1[CH:23]=[C:19]([NH:18][C:15]2[N:14]=[C:13]3[NH:9][N:10]=[CH:11][C:12]3=[CH:17][N:16]=2)[CH:20]=[N:21]1. Procedure details: 1-((6-fluoropyridin-2-yl)methyl)-N-(1-methyl-1H-pyrazol-4-yl)-1H-pyrazolo[3,4-d]pyrimidin-6-amine (Example 170) (45 mg, 0.138 mmol) was dissolved in DMF (0.6 ml) in a microwave tube under Nitrogen. This was sealed and heated at 180° C. for 1 h. The mixture was concentrated and purified by prep HPLC to afford 1-46-(dimethylamino)pyridin-2-yl)methyl)-N-(1-methyl-1H-pyrazol-4-yl)-1H-pyrazolo[3,4-d]pyrimidin-6-amine as yellowish solid (20 mg, 42% yield). 1H NMR (d6-Acetone) δ 8.88 (s and br s, 2H), ...